From a dataset of the Open Reaction Database (ORD), a public repository of structured organic reaction records. describe an organic reaction: reactants, conditions, products, and yield Starting materials: Example 1 ( g ), ClCCN1CCOCC1 (4-(2-chloroethyl)-morpholine), C(C1=CC=CC=C1)OCCCOC1=CC=C(C=C1)C1C(CN(CC1OCC1=CC2=CC=CC=C2C=C1)C(=O)OC(C)(C)C)CO (tert-butyl (3SR,4RS,5RS)-4-[4-(3-benzyloxy-propoxy)-phenyl]-3-hydroxymethyl-5-(naphthalen-2-ylmethoxy)-piperidine-1-carboxylate), Example 148 ( h ). The product is C(C1=CC=CC=C1)OCCCOC1=CC=C(C=C1)C1C(CN(CC1OCC1=CC2=CC=CC=C2C=C1)C(=O)OC(C)(C)C)COCCN1CCOCC1 (tert-butyl (3SR,4RS,5RS)-4-[4-(3-benzyloxy-propoxy)-phenyl]-3-(2-morpholin-4-yl-ethoxymethyl)-5-(naphthalen-2-ylmethoxy)-piperidine-1-carboxylate). Reaction SMILES: [CH2:1]([O:8][CH2:9][CH2:10][CH2:11][O:12][C:13]1[CH:18]=[CH:17][C:16]([CH:19]2[CH:24]([O:25][CH2:26][C:27]3[CH:36]=[CH:35][C:34]4[C:29](=[CH:30][CH:31]=[CH:32][CH:33]=4)[CH:28]=3)[CH2:23][N:22]([C:37]([O:39][C:40]([CH3:43])([CH3:42])[CH3:41])=[O:38])[CH2:21][CH:20]2[CH2:44][OH:45])=[CH:15][CH:14]=1)[C:2]1[CH:7]=[CH:6][CH:5]=[CH:4][CH:3]=1.Cl[CH2:47][CH2:48][N:49]1[CH2:54][CH2:53][O:52][CH2:51][CH2:50]1>>[CH2:1]([O:8][CH2:9][CH2:10][CH2:11][O:12][C:13]1[CH:14]=[CH:15][C:16]([CH:19]2[CH:24]([O:25][CH2:26][C:27]3[CH:36]=[CH:35][C:34]4[C:29](=[CH:30][CH:31]=[CH:32][CH:33]=4)[CH:28]=3)[CH2:23][N:22]([C:37]([O:39][C:40]([CH3:42])([CH3:41])[CH3:43])=[O:38])[CH2:21][CH:20]2[CH2:44][O:45][CH2:47][CH2:48][N:49]2[CH2:54][CH2:53][O:52][CH2:51][CH2:50]2)=[CH:17][CH:18]=1)[C:2]1[CH:3]=[CH:4][CH:5]=[CH:6][CH:7]=1. Reported procedure: In an analogous manner to that described in Example 1 (g), by alkylating tert-butyl (3SR,4RS,5RS)-4-[4-(3-benzyloxy-propoxy)-phenyl]-3-hydroxymethyl-5-(naphthalen-2-ylmethoxy)-piperidine-1-carboxylate [Example 148 (h)] with 4-(2-chloroethyl)-morpholine there was obtained tert-butyl (3SR,4RS,5RS)-4-[4-(3-benzyloxy-propoxy)-phenyl]-3-(2-morpholin-4-yl-ethoxymethyl)-5-(naphthalen-2-ylmethoxy)-piperidine-1-carboxylate as a colourless oil; MS: 725 (M+H)+. Starting materials: CN (methyl amine), O1C(C1)C1=CC=C(C=C1)S(=O)(=O)N (4-oxiran-2-ylbenzenesulfonamide), 50W. Run in CO (methanol). Run at time 8 hour. Product: OC(CNC)C1=CC=C(C=C1)S(=O)(=O)N (4-[1-Hydroxy-2-(methylamino)ethyl]benzenesulfonamide). Isolated yield 31.7%. As a reaction SMILES: [CH3:1][NH2:2].[O:3]1[CH2:5][CH:4]1[C:6]1[CH:11]=[CH:10][C:9]([S:12]([NH2:15])(=[O:14])=[O:13])=[CH:8][CH:7]=1>CO>[OH:3][CH:4]([C:6]1[CH:11]=[CH:10][C:9]([S:12]([NH2:15])(=[O:14])=[O:13])=[CH:8][CH:7]=1)[CH2:5][NH:2][CH3:1]. Procedure details: To a solution of methyl amine (20 mL, 40 mmol, 2.0 M in methanol) was added 4-oxiran-2-ylbenzenesulfonamide (Preparation 49)(0.52 g, 2.6 mmol) at 0° C. The clear solution was warmed to room temperature and stirred overnight. The solvent and excess of methyl amine was evaporated to yield an oil. The crude oil was dissolved in methanol (5 mL), and stirred with resin (BioRad 50W×2, 1 g) for 4 hours. The resin was collected by filtration and washed with methanol (3×15 mL). The product on the resin w... Starting materials: N1(CCC2=CC=CC=C12)C1=NC=C(C(=N1)OCC1=CC=C(C=C1)F)C(=O)NCC(=O)OC(C)(C)C (t-Butyl 2-[({2-(2,3-dihydro-1H-indol-1-yl)-4-[(4-fluorobenzyl)oxy]-5-pyrimidinyl}carbonyl)amino]acetate). Solvent: FC(C(=O)O)(F)F.ClCCl (trifluoroacetic acid dichloromethane). Reaction conditions: time 15 minute. Product: N1(CCC2=CC=CC=C12)C1=NC=C(C(=N1)OCC1=CC=C(C=C1)F)C(=O)NCC(=O)O (2-[({2-(2,3-dihydro-1H-indol-1-yl)-4-[(4-fluorobenzyl)oxy]-5-pyrimidinyl}carbonyl)amino]acetic acid). The yield is 82.9%. Reaction SMILES: [N:1]1([C:10]2[N:15]=[C:14]([O:16][CH2:17][C:18]3[CH:23]=[CH:22][C:21]([F:24])=[CH:20][CH:19]=3)[C:13]([C:25]([NH:27][CH2:28][C:29]([O:31]C(C)(C)C)=[O:30])=[O:26])=[CH:12][N:11]=2)[C:9]2[C:4](=[CH:5][CH:6]=[CH:7][CH:8]=2)[CH2:3][CH2:2]1>FC(F)(F)C(O)=O.ClCCl>[N:1]1([C:10]2[N:15]=[C:14]([O:16][CH2:17][C:18]3[CH:23]=[CH:22][C:21]([F:24])=[CH:20][CH:19]=3)[C:13]([C:25]([NH:27][CH2:28][C:29]([OH:31])=[O:30])=[O:26])=[CH:12][N:11]=2)[C:9]2[C:4](=[CH:5][CH:6]=[CH:7][CH:8]=2)[CH2:3][CH2:2]1 |f:1.2|. Reported procedure: t-Butyl 2-[({2-(2,3-dihydro-1H-indol-1-yl)-4-[(4-fluorobenzyl)oxy]-5-pyrimidinyl}carbonyl)amino]acetate (210 mg, 0.4 mmol) was dissolved in trifluoroacetic acid-dichloromethane (4:1, 2 mL) and the mixture was stirred at room temperature for 15 min. The reaction mixture was concentrated under reduced pressure and the precipitated crystals were recrystallized from ethyl acetate to give the title compound (140 mg, 70%). Starting materials: CCOC(C)=O, CC(C)=O, CS(C)=O, O=C(Nc1ccc(OCCCl)c2ccccc12)c1cc(F)cc(N2CCCCC2)c1, OC1CCNCC1. Yields the product O=C(Nc1ccc(OCCN2CCC(O)CC2)c2ccccc12)c1cc(F)cc(N2CCCCC2)c1. As a reaction SMILES: [CH3:38][CH2:39][O:40][C:41](=[O:42])[CH3:43].[CH3:44][C:45](=[O:46])[CH3:47].[CH3:48][S:49]([CH3:50])=[O:51].[Cl:1][CH2:2][CH2:3][O:4][c:5]1[cH:6][cH:7][c:8]([NH:15][C:16]([c:17]2[cH:18][c:19]([F:29])[cH:20][c:21]([N:23]3[CH2:24][CH2:25][CH2:26][CH2:27][CH2:28]3)[cH:22]2)=[O:30])[c:9]2[cH:10][cH:11][cH:12][cH:13][c:14]12.[OH:31][CH:32]1[CH2:33][CH2:34][NH:35][CH2:36][CH2:37]1>>[CH2:2]([CH2:3][O:4][c:5]1[cH:6][cH:7][c:8]([NH:15][C:16]([c:17]2[cH:18][c:19]([F:29])[cH:20][c:21]([N:23]3[CH2:24][CH2:25][CH2:26][CH2:27][CH2:28]3)[cH:22]2)=[O:30])[c:9]2[cH:10][cH:11][cH:12][cH:13][c:14]12)[N:35]1[CH2:34][CH2:33][CH:32]([OH:31])[CH2:37][CH2:36]1. The reactants are COC1=CC=C(CO[C@H]2[C@@H]([C@H]3N=C(S[C@H]3O[C@@H]2C=C)N(C(OC(C)(C)C)=O)C)OCC2=CC=C(C=C2)OC)C=C1 (tert-Butyl (3aR,5R,6R,7R,7aR)-6,7-bis(4-methoxybenzyloxy)-5-vinyl-5,6,7,7a-tetrahydro-3aH-pyrano[3,2-d]thiazol-2-yl(methyl)carbamate). Reagents/catalysts: [Ni] (Ni). Solvent: C(C)O (ethanol). Yields the product C(C)[C@@H]1[C@H](C([C@H]2N=C(S[C@H]2O1)N(C(OC(C)(C)C)=O)C)OCC1=CC=C(C=C1)OC)OCC1=CC=C(C=C1)OC (tert-Butyl (3aR,5R,6R,7aR)-5-ethyl-6,7-bis(4-methoxybenzyloxy)-5,6,7,7a-tetrahydro-3aH-pyrano[3,2-d]thiazol-2-yl(methyl)carbamate). Yield: 90.6%. As a reaction SMILES: [CH3:1][O:2][C:3]1[CH:40]=[CH:39][C:6]([CH2:7][O:8][C@@H:9]2[C@@H:17]([CH:18]=[CH2:19])[O:16][C@H:15]3[C@H:11]([N:12]=[C:13]([N:20]([CH3:28])[C:21](=[O:27])[O:22][C:23]([CH3:26])([CH3:25])[CH3:24])[S:14]3)[C@H:10]2[O:29][CH2:30][C:31]2[CH:36]=[CH:35][C:34]([O:37][CH3:38])=[CH:33][CH:32]=2)=[CH:5][CH:4]=1>[Ni].C(O)C>[CH2:18]([C@H:17]1[O:16][C@H:15]2[C@H:11]([N:12]=[C:13]([N:20]([CH3:28])[C:21](=[O:27])[O:22][C:23]([CH3:26])([CH3:24])[CH3:25])[S:14]2)[CH:10]([O:29][CH2:30][C:31]2[CH:36]=[CH:35][C:34]([O:37][CH3:38])=[CH:33][CH:32]=2)[C@@H:9]1[O:8][CH2:7][C:6]1[CH:39]=[CH:40][C:3]([O:2][CH3:1])=[CH:4][CH:5]=1)[CH3:19]. Procedure: A solution of above crude compound 45 (220 mg, purity 50%) was dissolved into ethanol (15 mL) and treated with Ranney Ni (100 mg) under H2 atmosphere overnight at room temperature. After filtration, the organic solution was concentrated to give crude compound 46 (200 mg, purity 48% by LC-MS), which was used in the next step without further purification. (ES, m/z): [M+H]+ 573.0. The reactants are [Si](C)(C)(C(C)(C)C)O[C@H](C)[C@H]1C(N([C@@H]1CC(=O)SC1=CC=CC=C1)CCOCC1=CC=C(C=C1)[N+](=O)[O-])=O ((3S, 4R)-3-[(R)-1-t-butyldimethylsilyloxyethyl]-1-(p-nitrobenzyloxyethyl)-4-[(phenylthio)carbonylmethyl]-2-azetidinone), P(=O)(OCC)(OCC)OCC (triethyl phosphate). The product is [Si](C)(C)(C(C)(C)C)O[C@H](C)[C@@H]1[C@@H]2N(C(=C(C2)SC2=CC=CC=C2)C(=O)OCC2=CC=C(C=C2)[N+](=O)[O-])C1=O (p-Nitrobenzyl (5R, 6S)-6-[(R)-1-t-butyldimethylsilyloxyethyl]-2-(phenylthio)carbapen-2-em-3-carboxylate). Reported procedure: A mixture of 114 mg (0.194 mmole) of (3S, 4R)-3-[(R)-1-t-butyldimethylsilyloxyethyl]-1-(p-nitrobenzyloxyethyl)-4-[(phenylthio)carbonylmethyl]-2-azetidinone, 258 mg (1.55 mmole) of triethyl phosphate and 10 ml of toluene was stirred at 100° C. for 18 hours under a nitrogen atmosphere. The solvent was distilled off, and the residue was purified by the procedure described in Example 5, to give 95 mg (yield 88%) of the title product , in the form of crystals. Reaction SMILES: [Si:1]([O:8][C@@H:9]([C@@H:11]1[C@@H:14]([CH2:15][C:16]([S:18][C:19]2[CH:24]=[CH:23][CH:22]=[CH:21][CH:20]=2)=O)[N:13]([CH2:25][CH2:26][O:27][CH2:28][C:29]2[CH:34]=[CH:33][C:32]([N+:35]([O-:37])=[O:36])=[CH:31][CH:30]=2)[C:12]1=[O:38])[CH3:10])([C:4]([CH3:7])([CH3:6])[CH3:5])([CH3:3])[CH3:2].P(OCC)(OCC)(OCC)=[O:40]>C1(C)C=CC=CC=1>[Si:1]([O:8][C@@H:9]([C@H:11]1[C:12](=[O:38])[N:13]2[C:25]([C:26]([O:27][CH2:28][C:29]3[CH:30]=[CH:31][C:32]([N+:35]([O-:37])=[O:36])=[CH:33][CH:34]=3)=[O:40])=[C:16]([S:18][C:19]3[CH:20]=[CH:21][CH:22]=[CH:23][CH:24]=3)[CH2:15][C@H:14]12)[CH3:10])([C:4]([CH3:7])([CH3:6])[CH3:5])([CH3:3])[CH3:2]. Run in C1(=CC=CC=C1)C (toluene). Yield: 88.3%. Conditions: temperature 100 celsius, time 18 hour.